Dataset: the Open Reaction Database (ORD), a public repository of structured organic reaction records. Task: describe an organic reaction: reactants, conditions, products, and yield Starting materials: N#Cc1ccc2c(c1)ncc(=O)n2CCN1CCC(N)CC1, O=Cc1ccc2c(n1)NC(=O)CO2. The product is N#Cc1ccc2c(c1)ncc(=O)n2CCN1CCC(NCc2ccc3c(n2)NC(=O)CO3)CC1. Reaction SMILES: [NH2:1][CH:2]1[CH2:3][CH2:4][N:5]([CH2:8][CH2:9][n:10]2[c:11](=[O:22])[cH:12][n:13][c:14]3[cH:15][c:16]([C:20]#[N:21])[cH:17][cH:18][c:19]23)[CH2:6][CH2:7]1.[O:23]=[C:24]1[NH:25][c:26]2[c:27]([cH:30][cH:31][c:32]([CH:34]=[O:35])[n:33]2)[O:28][CH2:29]1>>[NH:1]([CH:2]1[CH2:3][CH2:4][N:5]([CH2:8][CH2:9][n:10]2[c:11](=[O:22])[cH:12][n:13][c:14]3[cH:15][c:16]([C:20]#[N:21])[cH:17][cH:18][c:19]23)[CH2:6][CH2:7]1)[CH2:34][c:32]1[cH:31][cH:30][c:27]2[c:26]([n:33]1)[NH:25][C:24](=[O:23])[CH2:29][O:28]2. The reactants are BrC1=C(C=C(C(=O)OC)C=C1OCC)OCC (Methyl 4-bromo-3,5-diethoxybenzoate), CC1(OB(OC1(C)C)C=1C=NOC1)C (4-(4,4,5,5-Tetramethyl-[1,3,2]dioxaborolan-2-yl)-isoxazole), P(=O)([O-])([O-])[O-].[K+].[K+].[K+] (potassium phosphate), C1(CCCCC1)P(C1=C(C=CC=C1)C1=C(C=CC=C1OC)OC)C1CCCCC1 (dicyclohexyl-(2′,6′-dimethoxy-biphenyl-2-yl)-phosphane). Reagents/catalysts: C(C)(=O)[O-].[Pd+2].C(C)(=O)[O-] (palladium acetate). Solvent: C1CCOC1 (THF), O (water). Conditions: temperature 85 celsius, time 8 hour. Product: C(C)OC=1C=C(C(=O)OC)C=C(C1C=1C=NOC1)OCC (Methyl 3,5-diethoxy-4-(isoxazol-4-yl)benzoate). As a reaction SMILES: Br[C:2]1[C:11]([O:12][CH2:13][CH3:14])=[CH:10][C:5]([C:6]([O:8][CH3:9])=[O:7])=[CH:4][C:3]=1[O:15][CH2:16][CH3:17].CC1(C)C(C)(C)OB([C:26]2[CH:27]=[N:28][O:29][CH:30]=2)O1.P([O-])([O-])([O-])=O.[K+].[K+].[K+].C1(P(C2CCCCC2)C2C=CC=CC=2C2C(OC)=CC=CC=2OC)CCCCC1>C1COCC1.C([O-])(=O)C.[Pd+2].C([O-])(=O)C.O>[CH2:16]([O:15][C:3]1[CH:4]=[C:5]([CH:10]=[C:11]([O:12][CH2:13][CH3:14])[C:2]=1[C:26]1[CH:27]=[N:28][O:29][CH:30]=1)[C:6]([O:8][CH3:9])=[O:7])[CH3:17] |f:2.3.4.5,8.9.10|. Procedure: Methyl 4-bromo-3,5-diethoxybenzoate (456 mg) and 4-(4,4,5,5-Tetramethyl-[1,3,2]dioxaborolan-2-yl)-isoxazole (438 mg) were dissolved in THF in a nitrogen atmosphere, and potassium phosphate (954 mg), palladium acetate (33 mg) and dicyclohexyl-(2′,6′-dimethoxy-biphenyl-2-yl)-phosphane (62 mg) were added to it, and degassed. The reaction liquid was stirred overnight at 85° C., then cooled to room temperature, water was added to it, and filtered through Celite. The filtrate was extracted with chloro... The reactants are [N+](=O)([O-])C1=C(C=C(C=C1)OC1=CC=CC=C1)C (2-nitro-5-phenoxytoluene), COC(N(C)C)OC (dimethylformamide dimethyl acetal). The solvent is CN(C)C=O (DMF). Conditions: time 8 hour. Yields the product [N+](=O)([O-])C1=C(C=O)C=C(C=C1)OC1=CC=CC=C1 (2-nitro-5-phenoxy-benzaldehyde). Reaction SMILES: [N+:1]([C:4]1[CH:9]=[CH:8][C:7]([O:10][C:11]2[CH:16]=[CH:15][CH:14]=[CH:13][CH:12]=2)=[CH:6][C:5]=1[CH3:17])([O-:3])=[O:2].C[O:19]C(OC)N(C)C>CN(C=O)C>[N+:1]([C:4]1[CH:9]=[CH:8][C:7]([O:10][C:11]2[CH:16]=[CH:15][CH:14]=[CH:13][CH:12]=2)=[CH:6][C:5]=1[CH:17]=[O:19])([O-:3])=[O:2]. Procedure: A mixture of 2-nitro-5-phenoxytoluene (57.3 g, 0.25 mol) prepared in Step A above and dimethylformamide dimethyl acetal (43.1 mL, 0.324 mol) in DMF (259 mL) was heated overnight at 140° C. The mixture was cooled to room temperature, and the solvent was evaporated in vacuo. The residue was dissolved in THF (500 mL) and transferred to a 3 L 3-neck flask equipped with an overhead stirrer. The mixture was diluted with 500 mL of water, and NalO4 (160 g, 0.75 mol) was added in portions (slight exother...